This data is from the Open Reaction Database (ORD), a public repository of structured organic reaction records. The task is: describe an organic reaction: reactants, conditions, products, and yield Reactants: CC(=O)C (acetone), C1(=CC=CC=C1)O (phenol), Cl[Si](C)(C)C (chlorotrimethyl silane), C(CCC)S (butanethiol), ClC1=CC=CC=C1 (chlorobenzene). Conditions: temperature 55 celsius. The product is OC1=CC=C(C=C1)C(C)(C)C1=CC=C(C=C1)O (bisphenol A). Isolated yield 83.0%. Reaction SMILES: CC(C)=[O:3].[C:5]1([OH:11])[CH:10]=[CH:9][CH:8]=[CH:7][CH:6]=1.Cl[Si](C)(C)C.[CH2:17](S)[CH2:18][CH2:19]C.Cl[C:23]1[CH:28]=[CH:27][CH:26]=[CH:25][CH:24]=1>>[OH:11][C:5]1[CH:10]=[CH:9][C:8]([C:18]([C:23]2[CH:28]=[CH:27][C:26]([OH:3])=[CH:25][CH:24]=2)([CH3:19])[CH3:17])=[CH:7][CH:6]=1. Procedure: Into a 250-millimiter 3-necked round-bottomed flask was charged a mixture of 11.6 grams (0.20 mole) of acetone, 75 grams (0.80 mole) of phenol, 22 grams (0.20 mole) of chlorotrimethyl silane, and 0.10 gram of butanethiol. The resulting mixture was stirred mechanically and heated at 55° C. under a nitrogen atmosphere for 3 hours. On completion of the reaction, the reaction mixture was cooled to room temperature and filtered. The solid product resulting was slurried up in chlorobenzene, filtered a... Starting materials: C1(=CC=C(C=C1)S(=O)(=O)Cl)C (p-toluenesulfonyl chloride), C(C)C=1N(C2=C(C=NC=3C=CC=NC23)N1)CCCCCC(=O)N (6-(2-ethyl-1H-imidazo[4,5-c][1,5]naphthyridin-1-yl)hexanamide), C1=CC(=CC(=C1)Cl)C(=O)OO (mCPBA), [OH-].[NH4+] (ammonium hydroxide). Run at time 15 minute. Yields the product NC1=NC=2C=CC=NC2C2=C1N=C(N2CCCCCC(=O)N)CC (6-(4-amino-2-ethyl-1H-imidazo[4,5-c][1,5]naphthyridin-1-yl)hexanamide). RXN SMILES: [CH2:1]([C:3]1[N:4]([CH2:16][CH2:17][CH2:18][CH2:19][CH2:20][C:21]([NH2:23])=[O:22])[C:5]2[C:14]3[N:13]=[CH:12][CH:11]=[CH:10][C:9]=3[N:8]=[CH:7][C:6]=2[N:15]=1)[CH3:2].C1C=C(Cl)C=C(C(OO)=O)C=1.[OH-].[NH4+:36].C1(C)C=CC(S(Cl)(=O)=O)=CC=1>>[NH2:36][C:7]1[C:6]2[N:15]=[C:3]([CH2:1][CH3:2])[N:4]([CH2:16][CH2:17][CH2:18][CH2:19][CH2:20][C:21]([NH2:23])=[O:22])[C:5]=2[C:14]2[N:13]=[CH:12][CH:11]=[CH:10][C:9]=2[N:8]=1 |f:2.3|. Procedure: A modification of the method described in Part F of Example 53 was used to treat 6-(2-ethyl-1H-imidazo[4,5-c][1,5]naphthyridin-1-yl)hexanamide (1.18 g, 3.8 mmol) with mCPBA (2.54 g of 70-77% purity) followed by ammonium hydroxide (4 mL), and p-toluenesulfonyl chloride (0.72 g). After the amination reaction was stirred for 15 minutes, a precipitate was present and was isolated by filtration. The precipitate was purified by chromatography using a HORIZON HFPC system (silica cartridge, eluting with... The reactants are CC(=O)OCC(=O)NC1c2ccccc2CC1NC(=O)c1cc2sc(Cl)c(Cl)c2[nH]1, C1CCOC1, CO, [K+], [K+], O=C([O-])[O-], O. The product is O=C(CO)NC1c2ccccc2CC1NC(=O)c1cc2sc(Cl)c(Cl)c2[nH]1. As a reaction SMILES: [C:1](=[O:2])([CH3:3])[O:4][CH2:5][C:6](=[O:7])[NH:8][CH:9]1[CH:10]([NH:18][C:19](=[O:20])[c:21]2[cH:22][c:23]3[c:24]([nH:25]2)[c:26]([Cl:30])[c:27]([Cl:29])[s:28]3)[CH2:11][c:12]2[cH:13][cH:14][cH:15][cH:16][c:17]21.[CH2:40]1[O:41][CH2:42][CH2:43][CH2:44]1.[CH3:31][OH:32].[K+:33].[K+:34].[O-:35][C:36]([O-:37])=[O:38].[OH2:39]>>[OH:4][CH2:5][C:6](=[O:7])[NH:8][CH:9]1[CH:10]([NH:18][C:19](=[O:20])[c:21]2[cH:22][c:23]3[c:24]([nH:25]2)[c:26]([Cl:30])[c:27]([Cl:29])[s:28]3)[CH2:11][c:12]2[cH:13][cH:14][cH:15][cH:16][c:17]21. Starting materials: SC=1N([C@H]2[C@H](O)[C@H](O)[C@@H](CO)O2)C=2N=CN=C(C2N1)N (8-mercapto-adenosine), CCCC(CCCCCCCC)OC(=O)C1(OCC2CO2)CC=CC=C1 (1-(4-dodecyloxycarbonyl)phenoxy-2,3-epoxy-propane). The reagents and catalysts are N1=C(C=CC=C1C)C (2,6-lutidine). Run in C(C)O (ethanol). Yields the product OC(CSC=1N([C@H]2[C@H](O)[C@H](O)[C@@H](CO)O2)C=2N=CN=C(C2N1)N)COC1=C(C=CC=C1)C(=O)OC(CCC)CCCCCCCC (8-{[2-hydroxy-3-[(4-dodecyloxycarbonyl)phenoxy]propyl]thio}adenosine). Yield: 114.2%. As a reaction SMILES: [SH:1][C:2]1[N:3]([C:13]2[N:14]=[CH:15][N:16]=[C:17]([NH2:20])[C:18]=2[N:19]=1)[C@@H:4]1[O:12][C@H:9]([CH2:10][OH:11])[C@@H:7]([OH:8])[C@H:5]1[OH:6].[CH3:21][CH2:22][CH2:23][CH:24]([O:33][C:34]([C:36]1([CH:46]=[CH:45][CH:44]=[CH:43][CH2:42]1)OCC1OC1)=[O:35])[CH2:25][CH2:26][CH2:27][CH2:28][CH2:29][CH2:30][CH2:31][CH3:32]>N1C(C)=CC=CC=1C.C(O)C>[OH:6][CH:5]([CH2:4][O:12][C:46]1[CH:45]=[CH:44][CH:43]=[CH:42][C:36]=1[C:34]([O:33][CH:24]([CH2:25][CH2:26][CH2:27][CH2:28][CH2:29][CH2:30][CH2:31][CH3:32])[CH2:23][CH2:22][CH3:21])=[O:35])[CH2:7][S:1][C:2]1[N:3]([C:13]2[N:14]=[CH:15][N:16]=[C:17]([NH2:20])[C:18]=2[N:19]=1)[C@@H:4]1[O:12][C@H:9]([CH2:10][OH:11])[C@@H:7]([OH:8])[C@H:5]1[OH:6]. Procedure details: A suspension of 8-mercapto-adenosine (4.9 g, 16.4 mmole), 1-(4-dodecyloxycarbonyl)phenoxy-2,3-epoxy-propane (5.4 g, 14,9 mmole), 2,6-lutidine (5 drops) and absolute ethanol (100 ml) is heated at reflux temperature for a couple of hours, then the obtained solution is allowed to cool slowly under stirring. The white crystalline precipitate which forms is recovered by filtration, washed with ethanol (about 25 ml) and dried under vacuum yielding 6.2 g of the compound of the title with m.p. 163°-65° ... The product is C(C)(C)C1=C(C(=CC=C1)C(C)C)NC(CS(=O)(=O)CCN1CCN(CC1)C1=CC=CC=C1)=O (N-(2,6-Diisopropylphenyl)-2-[2-(4-phenylpiperazinyl)ethylsulfonyl]acetamide). The yield is 70.7%. Starting materials: C(C)(C)C1=C(C(=CC=C1)C(C)C)NC(CS(=O)(=O)CCCl)=O (N-(2,6-diisopropylphenyl)-2(2-chloroethylsulfonyl)acetamide), ( 1 ), C1(=CC=CC=C1)N1CCNCC1 (N-phenylpiperazine), C1(=CC=CC=C1)C (toluene). RXN SMILES: [CH:1]([C:4]1[CH:9]=[CH:8][CH:7]=[C:6]([CH:10]([CH3:12])[CH3:11])[C:5]=1[NH:13][C:14](=[O:22])[CH2:15][S:16]([CH2:19][CH2:20]Cl)(=[O:18])=[O:17])([CH3:3])[CH3:2].[C:23]1([N:29]2[CH2:34][CH2:33][NH:32][CH2:31][CH2:30]2)[CH:28]=[CH:27][CH:26]=[CH:25][CH:24]=1.C1(C)C=CC=CC=1>C(OCC)(=O)C>[CH:1]([C:4]1[CH:9]=[CH:8][CH:7]=[C:6]([CH:10]([CH3:12])[CH3:11])[C:5]=1[NH:13][C:14](=[O:22])[CH2:15][S:16]([CH2:19][CH2:20][N:32]1[CH2:33][CH2:34][N:29]([C:23]2[CH:28]=[CH:27][CH:26]=[CH:25][CH:24]=2)[CH2:30][CH2:31]1)(=[O:18])=[O:17])([CH3:3])[CH3:2]. The solvent is C(C)(=O)OCC (ethyl acetate). Reported procedure: A mixture of 3.46 g of N-(2,6-diisopropylphenyl)-2(2-chloroethylsulfonyl)acetamide synthesized in (1) above, 1.62 g of N-phenylpiperazine, and 50 ml of toluene was heated under reflux for 4 hours. To the reaction mixture was added 100 ml of ethyl acetate, and the mixture was washed successively with a sodium hydrogencarbonate aqueous solution and a saturated sodium chloride aqueous solution, and dried over magnesium sulfate. The solvent was evaporated under reduced pressure, and the residue was ... Reactants: C(C)(C)(C)[Si](OC=1C=C(C=CC1)C)(C)C (tert-butyldimethyl(m-tolyloxy)silane), BrN1C(CCC1=O)=O (N-bromosuccinimide). Reagents/catalysts: C(C1=CC=CC=C1)(=O)OOC(C1=CC=CC=C1)=O (benzoyl peroxide). Run in C(Cl)(Cl)(Cl)Cl (CCl4). Yields the product BrCC=1C=C(O[Si](C)(C)C(C)(C)C)C=CC1 ((3-(bromomethyl)phenoxy)(tert-butyl)dimethylsilane). Isolated yield 61.9%. RXN SMILES: [C:1]([Si:5]([CH3:15])([CH3:14])[O:6][C:7]1[CH:8]=[C:9]([CH3:13])[CH:10]=[CH:11][CH:12]=1)([CH3:4])([CH3:3])[CH3:2].[Br:16]N1C(=O)CCC1=O>C(Cl)(Cl)(Cl)Cl.C(OOC(=O)C1C=CC=CC=1)(=O)C1C=CC=CC=1>[Br:16][CH2:13][C:9]1[CH:8]=[C:7]([CH:12]=[CH:11][CH:10]=1)[O:6][Si:5]([C:1]([CH3:4])([CH3:3])[CH3:2])([CH3:15])[CH3:14]. Procedure: To a solution of tert-butyldimethyl(m-tolyloxy)silane (1.31 g, 5.9 mmol) in CCl4 (30 mL) was added N-bromosuccinimide (1.13 g, 6.5 mmol), followed by benzoyl peroxide (55 mg, 0.2 mmol). The reaction was refluxed for 1 h, then cooled to room temperature. It was filtered and filtrate was concentrated and purified by column chromatography on ISCO with 10% ethyl acetate in hexanes to yield (3-(bromomethyl)phenoxy)(tert-butyl)dimethylsilane as a colorless oil (1.1 g, 62%). HPLC retention time (Method... Reactants: OC1=CC2=C(C(=C(C3=C(S2)C=CC=C3)CCC(=O)O)C3=CC=CC=C3)C=C1 (7-hydroxy-11-[(2-carboxy)ethyl]-10-phenyldibenzo[b,f]thiepin), [H-].[Na+] (sodium hydride), CN(C=O)C (dimethylformamide), 1-chloro-2-NN-dimethylamino-ethane, O (water). The solvent is C1(=CC=CC=C1)C (toluene). Run at time 1.5 hour. Product: COC1=CC2=C(C(=C(C3=C(S2)C=CC=C3)C)C3=CC=CC=C3)C=C1 (7-methoxy-11-methyl-10-phenyldibenzo[b,f]thiepin). RXN SMILES: [OH:1][C:2]1[CH:27]=[CH:26][C:5]2[C:6]([C:20]3[CH:25]=[CH:24][CH:23]=[CH:22][CH:21]=3)=[C:7]([CH2:15]CC(O)=O)[C:8]3[CH:14]=[CH:13][CH:12]=[CH:11][C:9]=3[S:10][C:4]=2[CH:3]=1.[H-].[Na+].O.[CH3:31]N(C)C=O>C1(C)C=CC=CC=1>[CH3:31][O:1][C:2]1[CH:27]=[CH:26][C:5]2[C:6]([C:20]3[CH:25]=[CH:24][CH:23]=[CH:22][CH:21]=3)=[C:7]([CH3:15])[C:8]3[CH:14]=[CH:13][CH:12]=[CH:11][C:9]=3[S:10][C:4]=2[CH:3]=1 |f:1.2|. Reported procedure: 7-hydroxy-11-[(2-carboxy)ethyl]-10-phenyldibenzo[b,f]thiepin (1.87 g) in dry dimethylformamide (25 ml) was treated with sodium hydride (0.4 g of 75%) and stirred, first at room temperature and then at 50° C. until effervescence ceased. A solution of 1-chloro-2-NN-dimethylamino-ethane in toluene (15 ml of 1 M) was added and the mixture was heated with stirring under argon to 100° C. After 1.5 hours the mixture was allowed to cool, treated with water and extracted three times with ethyl acetate. T... Reactants: COc1cc(N)cc([N+](=O)[O-])c1, Cl, [I-], [K+], O=N[O-], [Na+], O. The product is COc1cc(I)cc([N+](=O)[O-])c1. RXN SMILES: [CH3:1][O:2][c:3]1[cH:4][c:5]([NH2:12])[cH:6][c:7]([N+:9](=[O:10])[O-:11])[cH:8]1.[ClH:13].[I-:19].[K+:18].[N:14]([O-:15])=[O:16].[Na+:17].[OH2:20]>>[CH3:1][O:2][c:3]1[cH:4][c:5]([I:19])[cH:6][c:7]([N+:9](=[O:10])[O-:11])[cH:8]1. Starting materials: Cc1ccc(CSCCCCCOc2ccc(C3=C(c4ccccc4)CCCc4cc(OC5CCCCO5)ccc43)cc2)cc1, CO, C1CCOC1, O, O=C(O)C(=O)O. The product is Cc1ccc(CSCCCCCOc2ccc(C3=C(c4ccccc4)CCCc4cc(O)ccc43)cc2)cc1. RXN SMILES: [CH3:1][c:2]1[cH:3][cH:4][c:5]([CH2:6][S:7][CH2:8][CH2:9][CH2:10][CH2:11][CH2:12][O:13][c:14]2[cH:15][cH:16][c:17]([C:20]3=[C:21]([c:38]4[cH:39][cH:40][cH:41][cH:42][cH:43]4)[CH2:22][CH2:23][CH2:24][c:25]4[c:26]3[cH:27][cH:28][c:29]([O:31][CH:32]3[CH2:33][CH2:34][CH2:35][CH2:36][O:37]3)[cH:30]4)[cH:18][cH:19]2)[cH:44][cH:45]1.[CH3:58][OH:59].[O:46]1[CH2:47][CH2:48][CH2:49][CH2:50]1.[OH2:51].[OH:52][C:53]([C:54](=[O:55])[OH:56])=[O:57]>>[CH3:1][c:2]1[cH:3][cH:4][c:5]([CH2:6][S:7][CH2:8][CH2:9][CH2:10][CH2:11][CH2:12][O:13][c:14]2[cH:15][cH:16][c:17]([C:20]3=[C:21]([c:38]4[cH:39][cH:40][cH:41][cH:42][cH:43]4)[CH2:22][CH2:23][CH2:24][c:25]4[c:26]3[cH:27][cH:28][c:29]([OH:31])[cH:30]4)[cH:18][cH:19]2)[cH:44][cH:45]1. Reactants: [N+](=O)([O-])C1=CC=C(C=O)C=C1 (4-nitrobenzaldehyde), Cl.C[C@H]1N(CCNC1)C(=O)OC(C)(C)C (1,1-dimethylethyl (2R)-2-methyl-1-piperazinecarboxylate hydrochloride), C[C@@H]1N(CCN(C1)CC1=CC=C(C=C1)[N+](=O)[O-])C(=O)OC(C)(C)C (1,1-Dimethylethyl (2S)-2-methyl-4-[(4-nitrophenyl)methyl]-1-piperazinecarboxylate). The product is C[C@H]1N(CCN(C1)CC1=CC=C(C=C1)[N+](=O)[O-])C(=O)OC(C)(C)C (1,1-Dimethylethyl (2R)-2-methyl-4-[(4-nitrophenyl)methyl]-1-piperazinecarboxylate). RXN SMILES: [N+](C1C=CC(C=O)=CC=1)([O-])=O.Cl.C[C@@H]1CNCCN1C(OC(C)(C)C)=O.[CH3:27][C@H:28]1[CH2:33][N:32]([CH2:34][C:35]2[CH:40]=[CH:39][C:38]([N+:41]([O-:43])=[O:42])=[CH:37][CH:36]=2)[CH2:31][CH2:30][N:29]1[C:44]([O:46][C:47]([CH3:50])([CH3:49])[CH3:48])=[O:45]>>[CH3:27][C@@H:28]1[CH2:33][N:32]([CH2:34][C:35]2[CH:36]=[CH:37][C:38]([N+:41]([O-:43])=[O:42])=[CH:39][CH:40]=2)[CH2:31][CH2:30][N:29]1[C:44]([O:46][C:47]([CH3:48])([CH3:50])[CH3:49])=[O:45] |f:1.2|. Procedure details: The title compound was prepared from 4-nitrobenzaldehyde and 1,1-dimethylethyl (2R)-2-methyl-1-piperazinecarboxylate hydrochloride using a method similar to that described for D1 in Description 1. MS (ES+): 280.2, 236.3, no molecular ion (MH+) observed